This data is from the Open Reaction Database (ORD), a public repository of structured organic reaction records. The task is: describe an organic reaction: reactants, conditions, products, and yield The product is CC[Si](CC)(CC)c1[nH]c2ncc(Cl)cc2c1CCN=[N+]=[N-]. Starting materials: CC[Si](CC)(CC)c1[nH]c2ncc(Cl)cc2c1CCBr, [N-]=[N+]=[N-], [Na+], CN(C)C=O. RXN SMILES: [Br:1][CH2:2][CH2:3][c:4]1[c:5]([Si:14]([CH2:15][CH3:16])([CH2:17][CH3:18])[CH2:19][CH3:20])[nH:6][c:7]2[n:8][cH:9][c:10]([Cl:13])[cH:11][c:12]12.[N-:22]=[N+:23]=[N-:24].[Na+:21].[O:25]=[CH:26][N:27]([CH3:28])[CH3:29]>>[CH2:2]([CH2:3][c:4]1[c:5]([Si:14]([CH2:15][CH3:16])([CH2:17][CH3:18])[CH2:19][CH3:20])[nH:6][c:7]2[n:8][cH:9][c:10]([Cl:13])[cH:11][c:12]12)[N:22]=[N+:23]=[N-:24]. The reactants are CC(C)(C)OC(=O)N1CCC(n2ncc3c(Oc4ccc(S(C)(=O)=O)cc4)nc(Cl)nc32)CC1, C[Al](C)C, C1CCOC1. Product: Cc1nc(Oc2ccc(S(C)(=O)=O)cc2)c2cnn(C3CCN(C(=O)OC(C)(C)C)CC3)c2n1. Reaction SMILES: [C:1]([CH3:2])([CH3:3])([CH3:4])[O:5][C:6](=[O:7])[N:8]1[CH2:9][CH2:10][CH:11]([n:14]2[n:15][cH:16][c:17]3[c:18]2[n:19][c:20]([Cl:34])[n:21][c:22]3[O:23][c:24]2[cH:25][cH:26][c:27]([S:30](=[O:31])(=[O:32])[CH3:33])[cH:28][cH:29]2)[CH2:12][CH2:13]1.[CH3:35][Al:36]([CH3:37])[CH3:38].[O:39]1[CH2:40][CH2:41][CH2:42][CH2:43]1>>[C:1]([CH3:2])([CH3:3])([CH3:4])[O:5][C:6](=[O:7])[N:8]1[CH2:9][CH2:10][CH:11]([n:14]2[n:15][cH:16][c:17]3[c:18]2[n:19][c:20]([CH3:35])[n:21][c:22]3[O:23][c:24]2[cH:25][cH:26][c:27]([S:30](=[O:31])(=[O:32])[CH3:33])[cH:28][cH:29]2)[CH2:12][CH2:13]1.